This data is from the Open Reaction Database (ORD), a public repository of structured organic reaction records. The task is: describe an organic reaction: reactants, conditions, products, and yield Starting materials: CS(=O)(=NC(=O)c1cncc(Br)c1)c1ccccc1, C#Cc1ccc(NC(=O)c2cccs2)cc1, CCOC(C)=O, [Cu]I, Cl[Pd]Cl, c1ccc(P(c2ccccc2)c2ccccc2)cc1, c1ccc(P(c2ccccc2)c2ccccc2)cc1. Product: CS(=O)(=NC(=O)c1cncc(C#Cc2ccc(NC(=O)c3cccs3)cc2)c1)c1ccccc1. Reaction SMILES: [Br:17][c:18]1[cH:19][n:20][cH:21][c:22]([C:23](=[O:24])[N:25]=[S:26]([c:27]2[cH:28][cH:29][cH:30][cH:31][cH:32]2)(=[O:33])[CH3:34])[cH:35]1.[C:1](#[CH:2])[c:3]1[cH:4][cH:5][c:6]([NH:9][C:10](=[O:11])[c:12]2[s:13][cH:14][cH:15][cH:16]2)[cH:7][cH:8]1.[CH3:79][CH2:80][O:81][C:82]([CH3:83])=[O:84].[Cu:77][I:78].[Pd:36]([Cl:37])[Cl:38].[c:39]1([P:40]([c:41]2[cH:42][cH:43][cH:44][cH:45][cH:46]2)[c:47]2[cH:48][cH:49][cH:50][cH:51][cH:52]2)[cH:53][cH:54][cH:55][cH:56][cH:57]1.[c:58]1([P:59]([c:60]2[cH:61][cH:62][cH:63][cH:64][cH:65]2)[c:66]2[cH:67][cH:68][cH:69][cH:70][cH:71]2)[cH:72][cH:73][cH:74][cH:75][cH:76]1>>[C:1](#[C:2][c:18]1[cH:19][n:20][cH:21][c:22]([C:23](=[O:24])[N:25]=[S:26]([c:27]2[cH:28][cH:29][cH:30][cH:31][cH:32]2)(=[O:33])[CH3:34])[cH:35]1)[c:3]1[cH:4][cH:5][c:6]([NH:9][C:10](=[O:11])[c:12]2[s:13][cH:14][cH:15][cH:16]2)[cH:7][cH:8]1.